This data is from the Open Reaction Database (ORD), a public repository of structured organic reaction records. The task is: describe an organic reaction: reactants, conditions, products, and yield The solvent is O1CCOCC1 (dioxane). Yields the product C(N)(=O)C1(CC1)C1=C(CCC2=NC(=NC=C2Cl)NC=2C=NN(C2)C2CN(C2)C(=O)OC(C)(C)C)C=CC=C1 (tert-Butyl 3-(4-((4-(2-(1-carbamoylcyclopropyl)phenethyl)-5-chloropyrimidin-2-yl)amino)-1H-pyrazol-1-yl)azetidine-1-carboxylate), oil. Procedure details: A suspension of 1-(2-(2-(2,5-dichloropyrimidin-4-yl)ethyl)phenyl)cyclopropanecarboxamide A14 (0.100 g, 0.297 mmol), Cs2CO3 (0.291 g, 0.892 mmol) and tert-butyl 3-(4-amino-1H-pyrazol-1-yl)azetidine-1-carboxylate (0.142 g, 0.595 mmol) in dioxane (3 mL) was sonicated for 10 minutes. Xantphos (6.9 mg, 12 μmol) and Pd(II) acetate (1.3 mg, 5.9 μmol) were added to the suspension and the mixture was irradiated in the microwave for 20 minutes at 120° C. The resulting mixture was adsorbed onto silica gel ... Isolated yield 69.0%. RXN SMILES: Cl[C:2]1[N:7]=[C:6]([CH2:8][CH2:9][C:10]2[CH:15]=[CH:14][CH:13]=[CH:12][C:11]=2[C:16]2([C:19]([NH2:21])=[O:20])[CH2:18][CH2:17]2)[C:5]([Cl:22])=[CH:4][N:3]=1.C([O-])([O-])=O.[Cs+].[Cs+].[NH2:29][C:30]1[CH:31]=[N:32][N:33]([CH:35]2[CH2:38][N:37]([C:39]([O:41][C:42]([CH3:45])([CH3:44])[CH3:43])=[O:40])[CH2:36]2)[CH:34]=1.CC1(C)C2C(=C(P(C3C=CC=CC=3)C3C=CC=CC=3)C=CC=2)OC2C(P(C3C=CC=CC=3)C3C=CC=CC=3)=CC=CC1=2>O1CCOCC1>[C:19]([C:16]1([C:11]2[CH:12]=[CH:13][CH:14]=[CH:15][C:10]=2[CH2:9][CH2:8][C:6]2[C:5]([Cl:22])=[CH:4][N:3]=[C:2]([NH:29][C:30]3[CH:31]=[N:32][N:33]([CH:35]4[CH2:38][N:37]([C:39]([O:41][C:42]([CH3:45])([CH3:44])[CH3:43])=[O:40])[CH2:36]4)[CH:34]=3)[N:7]=2)[CH2:18][CH2:17]1)(=[O:20])[NH2:21] |f:1.2.3|. Reactants: CC1(C2=C(C(=CC=C2)P(C3=CC=CC=C3)C4=CC=CC=C4)OC5=C(C=CC=C51)P(C6=CC=CC=C6)C7=CC=CC=C7)C (Xantphos), Pd(II) acetate, ClC1=NC=C(C(=N1)CCC1=C(C=CC=C1)C1(CC1)C(=O)N)Cl (1-(2-(2-(2,5-dichloropyrimidin-4-yl)ethyl)phenyl)cyclopropanecarboxamide), C(=O)([O-])[O-].[Cs+].[Cs+] (Cs2CO3), NC=1C=NN(C1)C1CN(C1)C(=O)OC(C)(C)C (tert-butyl 3-(4-amino-1H-pyrazol-1-yl)azetidine-1-carboxylate).